From a dataset of the Open Reaction Database (ORD), a public repository of structured organic reaction records. describe an organic reaction: reactants, conditions, products, and yield Reactants: C(C1=CC=CC=C1)OC1=C(C=C(C=C1)F)C1(CC1)N (1-(2-(benzyloxy)-5-fluorophenyl)cyclopropanamine), BrC=1C(N(C=C(N1)Br)C=1C=C(C(=O)OC)C=C(C1C)F)=O (methyl 3-(3,5-dibromo-2-oxopyrazin-1(2H)-yl)-5-fluoro-4-methylbenzoate). Product: C(C1=CC=CC=C1)OC1=C(C=C(C=C1)F)C1(CC1)NC=1C(N(C=C(N1)Br)C=1C=C(C(=O)OC)C=C(C1C)F)=O (Methyl 3-[3-({1-[2-(benzyloxy)-5-fluorophenyl]cyclopropyl}amino)-5-bromo-2-oxopyrazin-1(2H)-yl]-5-fluoro-4-methylbenzoate). As a reaction SMILES: [CH2:1]([O:8][C:9]1[CH:14]=[CH:13][C:12]([F:15])=[CH:11][C:10]=1[C:16]1([NH2:19])[CH2:18][CH2:17]1)[C:2]1[CH:7]=[CH:6][CH:5]=[CH:4][CH:3]=1.Br[C:21]1[C:22](=[O:40])[N:23]([C:28]2[CH:29]=[C:30]([CH:35]=[C:36]([F:39])[C:37]=2[CH3:38])[C:31]([O:33][CH3:34])=[O:32])[CH:24]=[C:25]([Br:27])[N:26]=1>>[CH2:1]([O:8][C:9]1[CH:14]=[CH:13][C:12]([F:15])=[CH:11][C:10]=1[C:16]1([NH:19][C:21]2[C:22](=[O:40])[N:23]([C:28]3[CH:29]=[C:30]([CH:35]=[C:36]([F:39])[C:37]=3[CH3:38])[C:31]([O:33][CH3:34])=[O:32])[CH:24]=[C:25]([Br:27])[N:26]=2)[CH2:18][CH2:17]1)[C:2]1[CH:3]=[CH:4][CH:5]=[CH:6][CH:7]=1. Procedure details: The subtitle compound was prepared from 1-(2-(benzyloxy)-5-fluorophenyl)cyclopropanamine (Example 278a) and methyl 3-(3,5-dibromo-2-oxopyrazin-1(2H)-yl)-5-fluoro-4-methylbenzoate (Example 252g) using a similar method to that described for Example 268d.